This data is from the Open Reaction Database (ORD), a public repository of structured organic reaction records. The task is: describe an organic reaction: reactants, conditions, products, and yield Reactants: C1CCOC1, O=C(COc1ccc(Cl)cc1)N1CCN(Cc2ccc(F)cc2)CC1CCO, CCOC(=O)N=NC(=O)OCC, c1ccc(P(c2ccccc2)c2ccccc2)cc1, [N-]=[N+]=NP(=O)(c1ccccc1)c1ccccc1. Yields the product [N-]=[N+]=NCCC1CN(Cc2ccc(F)cc2)CCN1C(=O)COc1ccc(Cl)cc1. RXN SMILES: [CH2:77]1[O:78][CH2:79][CH2:80][CH2:81]1.[F:1][c:2]1[cH:3][cH:4][c:5]([CH2:6][N:7]2[CH2:8][CH:9]([CH2:24][CH2:25][OH:26])[N:10]([C:13](=[O:14])[CH2:15][O:16][c:17]3[cH:18][cH:19][c:20]([Cl:23])[cH:21][cH:22]3)[CH2:11][CH2:12]2)[cH:27][cH:28]1.[O:48]=[C:49]([O:50][CH2:51][CH3:52])[N:53]=[N:54][C:55]([O:56][CH2:57][CH3:58])=[O:59].[c:29]1([P:30]([c:31]2[cH:32][cH:33][cH:34][cH:35][cH:36]2)[c:37]2[cH:38][cH:39][cH:40][cH:41][cH:42]2)[cH:43][cH:44][cH:45][cH:46][cH:47]1.[c:60]1([P:61]([c:62]2[cH:63][cH:64][cH:65][cH:66][cH:67]2)(=[O:68])[N:74]=[N+:75]=[N-:76])[cH:69][cH:70][cH:71][cH:72][cH:73]1>>[F:1][c:2]1[cH:3][cH:4][c:5]([CH2:6][N:7]2[CH2:8][CH:9]([CH2:24][CH2:25][N:74]=[N+:75]=[N-:76])[N:10]([C:13](=[O:14])[CH2:15][O:16][c:17]3[cH:18][cH:19][c:20]([Cl:23])[cH:21][cH:22]3)[CH2:11][CH2:12]2)[cH:27][cH:28]1. The reactants are CC(c1ccc(Br)cc1Cl)C(O)(c1ccc2oc(=O)n(C)c2c1)C(F)(F)F, CCOC(=O)c1cc(B(O)O)ccc1F. Product: CCOC(=O)c1cc(-c2ccc(C(C)C(O)(c3ccc4oc(=O)n(C)c4c3)C(F)(F)F)c(Cl)c2)ccc1F. As a reaction SMILES: [Br:1][c:2]1[cH:3][c:4]([Cl:27])[c:5]([CH:8]([C:9]([C:10]([F:11])([F:12])[F:13])([OH:14])[c:15]2[cH:16][cH:17][c:18]3[c:19]([n:20]([CH3:24])[c:21](=[O:23])[o:22]3)[cH:25]2)[CH3:26])[cH:6][cH:7]1.[CH2:28]([CH3:29])[O:30][C:31](=[O:32])[c:33]1[cH:34][c:35]([B:40]([OH:41])[OH:42])[cH:36][cH:37][c:38]1[F:39]>>[c:2]1(-[c:35]2[cH:34][c:33]([C:31]([O:30][CH2:28][CH3:29])=[O:32])[c:38]([F:39])[cH:37][cH:36]2)[cH:3][c:4]([Cl:27])[c:5]([CH:8]([C:9]([C:10]([F:11])([F:12])[F:13])([OH:14])[c:15]2[cH:16][cH:17][c:18]3[c:19]([n:20]([CH3:24])[c:21](=[O:23])[o:22]3)[cH:25]2)[CH3:26])[cH:6][cH:7]1. Starting materials: CCO, Cc1cc(N)cc(C)c1F, OCCCl. Product: Cc1cc(NCCO)cc(C)c1F. Reaction SMILES: [CH3:15][CH2:16][OH:17].[CH3:1][c:2]1[cH:3][c:4]([NH2:5])[cH:6][c:7]([CH3:10])[c:8]1[F:9].[OH:11][CH2:12][CH2:13][Cl:14]>>[CH3:1][c:2]1[cH:3][c:4]([NH:5][CH2:13][CH2:12][OH:11])[cH:6][c:7]([CH3:10])[c:8]1[F:9]. Starting materials: CCN=C=NCCCN(C)C, CCN(C(C)C)C(C)C, O=C(O)c1cccnc1Cl, Cl, O=C(NCC(=O)N1CCNCC1)c1ccc(-c2ccccc2)cc1, CN(C)C=O, O, On1nnc2ccccc21. Product: O=C(NCC(=O)N1CCN(C(=O)c2cccnc2Cl)CC1)c1ccc(-c2ccccc2)cc1. RXN SMILES: [CH3:30][CH2:31][N:32]=[C:33]=[N:34][CH2:35][CH2:36][CH2:37][N:38]([CH3:39])[CH3:40].[CH:1]([N:2]([CH2:3][CH3:4])[CH:5]([CH3:6])[CH3:7])([CH3:8])[CH3:9].[Cl:10][c:11]1[c:12]([C:13](=[O:14])[OH:15])[cH:16][cH:17][cH:18][n:19]1.[ClH:41].[O:42]=[C:43]([CH2:44][NH:45][C:46](=[O:47])[c:48]1[cH:49][cH:50][c:51](-[c:54]2[cH:55][cH:56][cH:57][cH:58][cH:59]2)[cH:52][cH:53]1)[N:60]1[CH2:61][CH2:62][NH:63][CH2:64][CH2:65]1.[O:66]=[CH:67][N:68]([CH3:69])[CH3:70].[OH2:71].[OH:20][n:21]1[c:22]2[c:23]([cH:24][cH:25][cH:26][cH:27]2)[n:28][n:29]1>>[Cl:10][c:11]1[c:12]([C:13](=[O:15])[N:63]2[CH2:62][CH2:61][N:60]([C:43](=[O:42])[CH2:44][NH:45][C:46](=[O:47])[c:48]3[cH:49][cH:50][c:51](-[c:54]4[cH:55][cH:56][cH:57][cH:58][cH:59]4)[cH:52][cH:53]3)[CH2:65][CH2:64]2)[cH:16][cH:17][cH:18][n:19]1. Reactants: C(C)(=O)OCC.CCCCCC (ethyl acetate hexane), [H-].[Na+] (Sodium hydride), CC(C(=O)[O-])(C(=O)[O-])C (dimethylmalonate), [Cl-].[NH4+] (ammonium chloride), FC1=C(C=C(C=C1)F)[N+](=O)[O-] (2,5-difluoronitrobenzene). Run in CS(=O)C (dimethylsulfoxide). Conditions: time 30 minute. Product: FC1=CC(=C(C=C1)C(C(=O)OC)C(=O)OC)[N+](=O)[O-] (dimethyl 4-fluoro-2-nitrophenylmalonate). Isolated yield 80.0%. RXN SMILES: [H-].[Na+].CC(C)([C:8]([O-:10])=[O:9])C([O-])=O.F[C:13]1[CH:18]=[CH:17][C:16]([F:19])=[CH:15][C:14]=1[N+:20]([O-:22])=[O:21].[Cl-].[NH4+].[C:25]([O:28][CH2:29]C)(=[O:27])[CH3:26].[CH3:31]CCCCC>CS(C)=O>[F:19][C:16]1[CH:17]=[CH:18][C:13]([CH:26]([C:8]([O:10][CH3:31])=[O:9])[C:25]([O:28][CH3:29])=[O:27])=[C:14]([N+:20]([O-:22])=[O:21])[CH:15]=1 |f:0.1,4.5,6.7|. Procedure: Sodium hydride (2.6 g) and 14.5 g of dimethylmalonate was stirred and heated to 100° C. in 160 mL dimethylsulfoxide for 1.0 hour. The mixture was cooled to room temperature, 7.95 g of 2,5-difluoronitrobenzene were added and mixture stirred for 30 minutes. The mixture was then heated to 100° C. for 1.0 hour, cooled to room temperature and poured into 400 mL of saturated ammonium chloride solution. The mixture was extracted with 200 mL of ethyl acetate and the organic layer washed with brine, drie... Starting materials: C1(CCCC1)C1=NN=C(C(N1)=O)C(CC)NC(=O)C12CC3CC(CC(C1)C3)C2 (N-[1-(3-cyclopentyl-5-oxo-4,5-dihydro-1,2,4-triazin-6-yl)propyl]-1-adamantanecarboxamide), P(=O)(Cl)(Cl)Cl (phosphoric trichloride). Yields the product C12(CC3CC(CC(C1)C3)C2)C2=NC(=C3C(NC(=NN32)C3CCCC3)=O)CC (7-(1-Adamantyl)-2-cyclopentyl-5-ethylimidazo[5,1-f][1,2,4]triazin-4(3H)-one). Reaction SMILES: [CH:1]1([C:6]2[NH:11][C:10](=[O:12])[C:9]([CH:13]([NH:16][C:17]([C:19]34[CH2:28][CH:23]5[CH2:24][CH:25]([CH2:27][CH:21]([CH2:22]5)[CH2:20]3)[CH2:26]4)=O)[CH2:14][CH3:15])=[N:8][N:7]=2)[CH2:5][CH2:4][CH2:3][CH2:2]1.P(Cl)(Cl)(Cl)=O>>[C:19]12([C:17]3[N:8]4[C:9]([C:10](=[O:12])[NH:11][C:6]([CH:1]5[CH2:5][CH2:4][CH2:3][CH2:2]5)=[N:7]4)=[C:13]([CH2:14][CH3:15])[N:16]=3)[CH2:20][CH:21]3[CH2:22][CH:23]([CH2:24][CH:25]([CH2:27]3)[CH2:26]1)[CH2:28]2. Procedure: In analogy to the procedure for Example 1, 200 mg (0.52 mmol) crude N-[1-(3-cyclopentyl-5-oxo-4,5-dihydro-1,2,4-triazin-6-yl)propyl]-1-adamantanecarboxamide, 165 mg (1.1 mmol) phosphoric trichloride are stirred at reflux for 4 hours, proportionate amounts of the solvents are used. The product is purified by chromatography (preparative HPLC).